Dataset: the Open Reaction Database (ORD), a public repository of structured organic reaction records. Task: describe an organic reaction: reactants, conditions, products, and yield The reactants are NC=1C=C(C(N(C1)C)=O)C (5-amino-1,3-dimethylpyridin-2(1H)-one), FC(OC=1C=C(C=O)C=CC1)(F)F (3-trifluoromethoxy-benzaldehyde), CCOC(=O)C(=O)CC(=O)C (ethyl acetopyruvate). The product is C(C)(=O)C1C(C(N(C1C1=CC(=CC=C1)OC(F)(F)F)C1=CN(C(C(=C1)C)=O)C)=O)=O (4-acetyl-1-(1,5-dimethyl-6-oxo-1,6-dihydropyridin-3-yl)-5-(3-(trifluoromethoxy)-phenyl)pyrrolidine-2,3-dione). RXN SMILES: [NH2:1][C:2]1[CH:3]=[C:4]([CH3:10])[C:5](=[O:9])[N:6]([CH3:8])[CH:7]=1.[F:11][C:12]([F:23])([F:22])[O:13][C:14]1[CH:15]=[C:16]([CH:19]=[CH:20][CH:21]=1)[CH:17]=O.CC[O:26][C:27]([C:29]([CH2:31][C:32]([CH3:34])=[O:33])=[O:30])=O>>[C:32]([CH:31]1[CH:17]([C:16]2[CH:19]=[CH:20][CH:21]=[C:14]([O:13][C:12]([F:23])([F:22])[F:11])[CH:15]=2)[N:1]([C:2]2[CH:3]=[C:4]([CH3:10])[C:5](=[O:9])[N:6]([CH3:8])[CH:7]=2)[C:27](=[O:26])[C:29]1=[O:30])(=[O:33])[CH3:34]. Procedure details: The title compound was prepared in analogy to the procedure described in Step 57.1 using 5-amino-1,3-dimethylpyridin-2(1H)-one (Step 20.2), 3-trifluoromethoxy-benzaldehyde and ethyl acetopyruvate at 110° C. for 4 hr. tR: 0.79 min (LC-MS 2); ESI-MS: 423 [M+H]+ (LC-MS 2); ESI-MS: 421 [M−H]− (LC-MS 2). The reactants are ClC=1C=C(C(CC(=O)OCC)=CC1)C(=O)OCC (diethyl 4-chlorohomophthalate), [H-].[Al+3].[Li+].[H-].[H-].[H-] (Lithium aluminium hydride), O (water), [H-].[Al+3].[Li+].[H-].[H-].[H-] (lithium aluminium hydride). The solvent is CCOCC (ether), CCOCC (ether). The product is ClC1=CC=C(C(=C1)CO)CCO (2-(4-chloro-6-hydroxymethylphenyl)ethanol). Isolated yield 87.0%. Reaction SMILES: [H-].[Al+3].[Li+].[H-].[H-].[H-].[Cl:7][C:8]1[CH:9]=[C:10]([C:20](OCC)=[O:21])[C:11](=[CH:18][CH:19]=1)[CH2:12][C:13](OCC)=[O:14].O>CCOCC>[Cl:7][C:8]1[CH:9]=[C:10]([CH2:20][OH:21])[C:11]([CH2:12][CH2:13][OH:14])=[CH:18][CH:19]=1 |f:0.1.2.3.4.5|. Procedure details: Lithium aluminium hydride (12 g) was suspended in dry ether (500 ml). A solution of diethyl 4-chlorohomophthalate (75 g) in ether (200 ml) was added dropwise to the above suspension over 30 minutes. The reaction mixture was heated at reflux for 2 hrs. Excess lithium aluminium hydride was decomposed carefully with water and the resulting mixture filtered through a pad of diatomaceous earth. The filtrate was partitioned between water (200 ml) and ether (800 ml). The organic layer was dried (magnes... The reactants are NC1=C(C=C(C=C1Br)Cl)C(=O)C1=C(C=CC=C1)Cl ((2-amino-3-bromo-5-chlorophenyl)(2-chlorophenyl)-methanone), ice water, N(=O)OS(O)(=O)=O (nitrosylsulfuric acid), S(O)(O)(=O)=O (sulfuric acid), F[B-](F)(F)F (tetrafluoroborate), [I-].[K+] (potassium iodide). Run in O (water), C(C)(=O)OCC (ethyl acetate), O (water). Reaction conditions: time 8 hour. The product is BrC=1C(=C(C=C(C1)Cl)C(=O)C1=C(C=CC=C1)Cl)I ((3-bromo-5-chloro-2-iodophenyl)(2-chlorophenyl)-methanone). Reaction SMILES: N[C:2]1[C:7]([Br:8])=[CH:6][C:5]([Cl:9])=[CH:4][C:3]=1[C:10]([C:12]1[CH:17]=[CH:16][CH:15]=[CH:14][C:13]=1[Cl:18])=[O:11].N(OS(=O)(=O)O)=O.S(=O)(=O)(O)O.F[B-](F)(F)F.[I-:36].[K+]>O.C(OCC)(=O)C>[Br:8][C:7]1[C:2]([I:36])=[C:3]([C:10]([C:12]2[CH:17]=[CH:16][CH:15]=[CH:14][C:13]=2[Cl:18])=[O:11])[CH:4]=[C:5]([Cl:9])[CH:6]=1 |f:4.5|. Reported procedure: An 11.4 g sample of the product of Example 1 (33 mmol) was added portionwise with stirring to a mixture of 36.5 mmol of 40% nitrosylsulfuric acid and 9 mL of concentrated sulfuric acid. The rate of addition was such that the internal temperature was maintained below 45° C. After the addition was completed, stirring was maintained at room temperature for 1.5 hours when the mixture was poured into 75 mL of ice water and filtered. To the filtrate, a solution of 2.2 g of sodium tetrafluoroborate in ...